This data is from the Open Reaction Database (ORD), a public repository of structured organic reaction records. The task is: describe an organic reaction: reactants, conditions, products, and yield RXN SMILES: C(N1[C:12]2[C:7](=[CH:8][CH:9]=[CH:10][CH:11]=2)[C:6](=O)[C:5]1=O)CC.[Cl:15][C:16]1[CH:17]=[C:18]2[C:22](=[CH:23][CH:24]=1)[NH:21][C:20](=[O:25])[C:19]2=[O:26].C1C=CC(CCBr)=CC=1>>[Cl:15][C:16]1[CH:17]=[C:18]2[C:22](=[CH:23][CH:24]=1)[N:21]([CH2:5][CH2:6][C:7]1[CH:12]=[CH:11][CH:10]=[CH:9][CH:8]=1)[C:20](=[O:25])[C:19]2=[O:26]. The product is ClC=1C=C2C(C(N(C2=CC1)CCC1=CC=CC=C1)=O)=O (5-chloro-1-phenethylindoline-2,3-dione). Procedure: Was prepared in an analogous manner to 1-propylindoline-2,3-dione using the commercially available 5-chloroisatin (purchased from Fisher Scientific) and 2-phenethyl bromide (purchased from Fisher scientific). 1H NMR δ 7.54 (s, 1H), 7.44 (d, 1H), 7.27 (m, 5H), 6.64 (d, 1H), 3.95 (t, 2H), 2.99 (t, 2H). Starting materials: C(CC)N1C(C(C2=CC=CC=C12)=O)=O (1-propylindoline-2,3-dione), ClC=1C=C2C(C(NC2=CC1)=O)=O (5-chloroisatin), C1=CC=C(C=C1)CCBr (2-phenethyl bromide).